Dataset: the Open Reaction Database (ORD), a public repository of structured organic reaction records. Task: describe an organic reaction: reactants, conditions, products, and yield Reactants: [H][H] (hydrogen), [H][H] (hydrogen), COC1=C(C=C(C=C1)[N+](=O)[O-])C=CC=1OCC(N1)(C)C (4,5-dihydro-2-[2-(2-methoxy-5-nitrophenyl)ethenyl]-4,4-dimethyloxazole). Reagents/catalysts: [Ni] (Raney nickel). Run in CO (methanol). Yields the product CC1(N=C(OC1)CCC=1C=C(C=CC1OC)N)C (3-[2-(4,5-dihydro-4,4-dimethyl-2-oxazolyl)ethyl]-4-methoxybenzenamine). RXN SMILES: [CH3:1][O:2][C:3]1[CH:8]=[CH:7][C:6]([N+:9]([O-])=O)=[CH:5][C:4]=1[CH:12]=[CH:13][C:14]1[O:15][CH2:16][C:17]([CH3:20])([CH3:19])[N:18]=1.[H][H]>[Ni].CO>[CH3:19][C:17]1([CH3:20])[CH2:16][O:15][C:14]([CH2:13][CH2:12][C:4]2[CH:5]=[C:6]([NH2:9])[CH:7]=[CH:8][C:3]=2[O:2][CH3:1])=[N:18]1. Reported procedure: Raney nickel, 3 g, is added to a solution of 4,5-dihydro-2-[2-(2-methoxy-5-nitrophenyl)ethenyl]-4,4-dimethyloxazole, 10.9 g, in methanol, 500 ml. The mixture is exposed to hydrogen gas until the appropriate quantity of hydrogen is taken up, filtered and the solvent evaporated to give 10.2 g of 3-[2-(4,5-dihydro-4,4-dimethyl-2-oxazolyl)ethyl]-4-methoxybenzenamine as a gum. To an ice cold solution of the previous crude gum and 7 ml of triethylamine in chloroform is added 10.5 g of 5-(2,5-dimethylp... Starting materials: COc1cc2c(Nc3cccc4occc34)ncnc2cc1OCC(CN1CCOCC1)OC(C)=O, ClCCl, CCOCC, CC(C)O, Cl, Cl, Cl. Yields the product COc1cc2c(Nc3cccc4occc34)ncnc2cc1OCC(O)CN1CCOCC1. Reaction SMILES: [C:3](=[O:4])([CH3:5])[O:6][CH:7]([CH2:8][O:9][c:10]1[c:11]([O:30][CH3:31])[cH:12][c:13]2[c:14]([NH:20][c:21]3[cH:22][cH:23][cH:24][c:25]4[c:26]3[cH:27][cH:28][o:29]4)[n:15][cH:16][n:17][c:18]2[cH:19]1)[CH2:32][N:33]1[CH2:34][CH2:35][O:36][CH2:37][CH2:38]1.[CH2:45]([Cl:46])[Cl:47].[CH3:40][CH2:41][O:42][CH2:43][CH3:44].[CH:48]([OH:49])([CH3:50])[CH3:51].[ClH:1].[ClH:2].[ClH:39]>>[OH:6][CH:7]([CH2:8][O:9][c:10]1[c:11]([O:30][CH3:31])[cH:12][c:13]2[c:14]([NH:20][c:21]3[cH:22][cH:23][cH:24][c:25]4[c:26]3[cH:27][cH:28][o:29]4)[n:15][cH:16][n:17][c:18]2[cH:19]1)[CH2:32][N:33]1[CH2:34][CH2:35][O:36][CH2:37][CH2:38]1. Reactants: CCOC(=O)CBr, CC(C)(C)[O-], [K+], C1CCOC1, O=C1NCCCC1(c1ccccc1)c1ccccc1. Yields the product CCOC(=O)CN1CCCC(c2ccccc2)(c2ccccc2)C1=O. As a reaction SMILES: [Br:26][CH2:27][C:28](=[O:29])[O:30][CH2:31][CH3:32].[CH3:20][C:21]([CH3:22])([O-:23])[CH3:24].[K+:25].[O:33]1[CH2:34][CH2:35][CH2:36][CH2:37]1.[c:1]1([C:7]2([c:14]3[cH:15][cH:16][cH:17][cH:18][cH:19]3)[C:8](=[O:13])[NH:9][CH2:10][CH2:11][CH2:12]2)[cH:2][cH:3][cH:4][cH:5][cH:6]1>>[c:1]1([C:7]2([c:14]3[cH:15][cH:16][cH:17][cH:18][cH:19]3)[C:8](=[O:13])[N:9]([CH2:27][C:28](=[O:29])[O:30][CH2:31][CH3:32])[CH2:10][CH2:11][CH2:12]2)[cH:2][cH:3][cH:4][cH:5][cH:6]1. Reactants: CS(C)=O, CSCc1cc(F)cc2c(C(CCCl)c3ccc(Cl)cc3)c[nH]c12, N#C[K]. Yields the product CSCc1cc(F)cc2c(C(CCC#N)c3ccc(Cl)cc3)c[nH]c12. As a reaction SMILES: [CH3:28][S:29]([CH3:30])=[O:31].[Cl:1][CH2:2][CH2:3][CH:4]([c:5]1[cH:6][cH:7][c:8]([Cl:11])[cH:9][cH:10]1)[c:12]1[cH:13][nH:14][c:15]2[c:16]([CH2:22][S:23][CH3:24])[cH:17][c:18]([F:21])[cH:19][c:20]12.[K:25][C:26]#[N:27]>>[CH2:2]([CH2:3][CH:4]([c:5]1[cH:6][cH:7][c:8]([Cl:11])[cH:9][cH:10]1)[c:12]1[cH:13][nH:14][c:15]2[c:16]([CH2:22][S:23][CH3:24])[cH:17][c:18]([F:21])[cH:19][c:20]12)[C:26]#[N:27].